From a dataset of the Open Reaction Database (ORD), a public repository of structured organic reaction records. describe an organic reaction: reactants, conditions, products, and yield Reactants: O=C([O-])O, CCO, Cn1ccnc1C=O, Cl, NO, [Na+]. Product: Cn1ccnc1C=NO. Reaction SMILES: [C:12](=[O:13])([OH:14])[O-:15].[CH3:17][CH2:18][OH:19].[CH3:1][n:2]1[c:3]([CH:7]=[O:8])[n:4][cH:5][cH:6]1.[ClH:9].[NH2:10][OH:11].[Na+:16]>>[CH3:1][n:2]1[c:3]([CH:7]=[N:10][OH:11])[n:4][cH:5][cH:6]1. The reactants are Cl.ClC=1C(=C(C=CC1)NN)C (3-chloro-2-methylphenylhydrazinehydrochloride), [S-]C#N.[K+] (potassium thiocyanate). Run in C(C)O (ethanol). Product: ClC=1C(=C(C=CC1)NNC(=S)N)C ((3-chloro-2-methylphenyl)thiosemicarbazide). RXN SMILES: Cl.[Cl:2][C:3]1[C:4]([CH3:11])=[C:5]([NH:9][NH2:10])[CH:6]=[CH:7][CH:8]=1.[S-:12][C:13]#[N:14].[K+]>C(O)C>[Cl:2][C:3]1[C:4]([CH3:11])=[C:5]([NH:9][NH:10][C:13]([NH2:14])=[S:12])[CH:6]=[CH:7][CH:8]=1 |f:0.1,2.3|. Reported procedure: 19.3 g (0.1 mole) of 3-chloro-2-methylphenylhydrazinehydrochloride were dissolved in 200 ml of absolute ethanol. 11.64 g (0.12 mole) of potassium thiocyanate were added to the solution, and the mixture was heated during reflux for 16 hours. The mixture was then cooled, whereby the product was partially precipitated, and the mixture was subsequently evaporated to dryness by means of a rotating evaporator. The product was recrystallized from 200 ml water and 250 ml methanol, separated by filtratio... The reactants are C(C)N1C2=C(C(C3=CC(=C(C(=C13)OC(F)F)F)F)=O)C(NS2)=O (9-ethyl-6,7-difluoro-8-difluoromethoxy-2,3,4,9-tetrahydroisothiazolo[5,4-b]quinolin-3,4-dione), N1=C(N=CC=C1)N1CCNCC1 (1-(2-pyrimidinyl)piperazine). Yields the product C(C)N1C2=C(C(C3=CC(=C(C(=C13)OC(F)F)N1CCN(CC1)C1=NC=CC=N1)F)=O)C(NS2)=O (9-ethyl-6-fluoro-8-difluoromethoxy-7-[4-(2-pyrimidinyl)piperazin-1-yl]-2,3,4,9-tetrahydroisothiazolo-[5,4-b]quinolin-3,4-dione). Yield: 1.4%. As a reaction SMILES: [CH2:1]([N:3]1[C:12]2[C:7](=[CH:8][C:9]([F:18])=[C:10](F)[C:11]=2[O:13][CH:14]([F:16])[F:15])[C:6](=[O:19])[C:5]2[C:20](=[O:23])[NH:21][S:22][C:4]1=2)[CH3:2].[N:24]1[CH:29]=[CH:28][CH:27]=[N:26][C:25]=1[N:30]1[CH2:35][CH2:34][NH:33][CH2:32][CH2:31]1>>[CH2:1]([N:3]1[C:12]2[C:7](=[CH:8][C:9]([F:18])=[C:10]([N:33]3[CH2:34][CH2:35][N:30]([C:25]4[N:24]=[CH:29][CH:28]=[CH:27][N:26]=4)[CH2:31][CH2:32]3)[C:11]=2[O:13][CH:14]([F:16])[F:15])[C:6](=[O:19])[C:5]2[C:20](=[O:23])[NH:21][S:22][C:4]1=2)[CH3:2]. Procedure: The same reaction as in Example 1 was carried out by using mg (1.44 mmole) of 9-ethyl-6,7-difluoro-8-difluoromethoxy-2,3,4,9-tetrahydroisothiazolo[5,4-b]quinolin-3,4-dione and 1.9 g (11.5 mmole) of 1-(2-pyrimidinyl)piperazine to obtain 10 mg of the title compound as pale yellow powder. Reactants: ClCC(=O)OC(C)(CCC(C)(C)OC(CCl)=O)C (2,5-dimethylhexane-2,5-diyl bis(2-chloroacetate)), NCCCCCC (1-aminohexane), diol. Run in C(Cl)Cl (methylene chloride). The product is C(CCCCC)NCC(=O)OC(C)(CCC(C)(C)OC(CNCCCCCC)=O)C (2,5-dimethylhexane-2,5-diyl bis(2-(hexylamino)acetate)). Reaction SMILES: Cl[CH2:2][C:3]([O:5][C:6]([CH3:18])([CH2:8][CH2:9][C:10]([O:13][C:14](=[O:17])[CH2:15]Cl)([CH3:12])[CH3:11])[CH3:7])=[O:4].[NH2:19][CH2:20][CH2:21][CH2:22][CH2:23][CH2:24][CH3:25]>C(Cl)Cl>[CH2:20]([NH:19][CH2:2][C:3]([O:5][C:6]([CH3:18])([CH2:8][CH2:9][C:10]([O:13][C:14](=[O:17])[CH2:15][NH:19][CH2:20][CH2:21][CH2:22][CH2:23][CH2:24][CH3:25])([CH3:12])[CH3:11])[CH3:7])=[O:4])[CH2:21][CH2:22][CH2:23][CH2:24][CH3:25]. Procedure: The cleavable diol is made by the following manner. Compound (61) is reacted with 5 equivalents of 1-aminohexane (65) in methylene chloride. Wash with brine and dry to yield 2,5-dimethylhexane-2,5-diyl bis(2-(hexylamino)acetate) (66). Product: COc1ccc2[nH]c(S(=O)Cc3ncc(C)c(OC)c3C)nc2n1. The reactants are CC(C)(C)OO, COc1ccc2[nH]c(SCc3ncc(C)c(OC)c3C)nc2n1, CN1CCCC1=O, NC1(O)CCc2ccccc21, [O-]O, CC(C)c1ccccc1. Reaction SMILES: [C:35]([CH3:37])([CH3:38])([O:39][OH:36])[CH3:40].[CH3:1][O:2][c:3]1[cH:4][cH:5][c:6]2[c:7]([n:8]1)[n:9][c:10]([S:12][CH2:13][c:14]1[n:15][cH:16][c:17]([CH3:23])[c:18]([O:21][CH3:22])[c:19]1[CH3:20])[nH:11]2.[CH3:52][N:53]1[CH2:54][CH2:55][CH2:56][C:57]1=[O:58].[NH2:41][C:42]1([OH:43])[c:44]2[c:45]([cH:46][cH:47][cH:48][cH:49]2)[CH2:50][CH2:51]1.[O-:24][OH:25].[c:26]1([CH:27]([CH3:28])[CH3:29])[cH:30][cH:31][cH:32][cH:33][cH:34]1>>[CH3:1][O:2][c:3]1[cH:4][cH:5][c:6]2[c:7]([n:8]1)[n:9][c:10]([S:12]([CH2:13][c:14]1[n:15][cH:16][c:17]([CH3:23])[c:18]([O:21][CH3:22])[c:19]1[CH3:20])=[O:39])[nH:11]2. The reactants are O1CC12CCN(CC2)C(=O)OCC (ethyl 6-aza-1-oxaspiro[2,5]octane-6-carboxylate), CNC (dimethylamine). Run at time 8 hour. The product is CN(C)CC1(CCN(CC1)C(=O)OCC)O (Ethyl 4-dimethylaminomethyl-4-hydroxypiperidine-1-carboxylate). RXN SMILES: [O:1]1[C:3]2([CH2:8][CH2:7][N:6]([C:9]([O:11][CH2:12][CH3:13])=[O:10])[CH2:5][CH2:4]2)[CH2:2]1.[CH3:14][NH:15][CH3:16]>>[CH3:14][N:15]([CH2:2][C:3]1([OH:1])[CH2:8][CH2:7][N:6]([C:9]([O:11][CH2:12][CH3:13])=[O:10])[CH2:5][CH2:4]1)[CH3:16]. Procedure: 5.2 g (28 mmol) of ethyl 6-aza-1-oxaspiro[2,5]octane-6-carboxylate are added dropwise to 30 ml of dimethylamine solution (40% in water ) and the mixture is stirred overnight at room temperature. It is then concentrated and distilled. Reactants: C(C1=CC=CC=C1)N1CN(C2(C1=O)CCN(CC2)C(=O)OC(C)(C)C)C2=CC=CC=C2 (3-Benzyl-8-(tert-butoxycarbonyl)-1-phenyl-1,3,8-triazaspiro[4,5]decan-4-one), FC(C(=O)O)(F)F (trifluoroacetic acid). Reaction conditions: time 1 hour. The product is FC(C(=O)O)(F)F.C(C1=CC=CC=C1)N1CN(C2(C1=O)CCNCC2)C2=CC=CC=C2 (3-Benzyl-1-phenyl-1,3,8-triazaspiro[4,5]decan-4-one trifluoroacetate). Yield: 91.0%. Reaction SMILES: [CH2:1]([N:8]1[C:12](=[O:13])[C:11]2([CH2:18][CH2:17][N:16](C(OC(C)(C)C)=O)[CH2:15][CH2:14]2)[N:10]([C:26]2[CH:31]=[CH:30][CH:29]=[CH:28][CH:27]=2)[CH2:9]1)[C:2]1[CH:7]=[CH:6][CH:5]=[CH:4][CH:3]=1.[F:32][C:33]([F:38])([F:37])[C:34]([OH:36])=[O:35]>>[F:32][C:33]([F:38])([F:37])[C:34]([OH:36])=[O:35].[CH2:1]([N:8]1[C:12](=[O:13])[C:11]2([CH2:18][CH2:17][NH:16][CH2:15][CH2:14]2)[N:10]([C:26]2[CH:31]=[CH:30][CH:29]=[CH:28][CH:27]=2)[CH2:9]1)[C:2]1[CH:3]=[CH:4][CH:5]=[CH:6][CH:7]=1 |f:2.3|. Reported procedure: 3-Benzyl-8-(tert-butoxycarbonyl)-1-phenyl-1,3,8-triazaspiro[4,5]decan-4-one (1.671 g) was added with trifluoroacetic acid (32 ml) with ice cooling and stirred at the same temperature for 1 hour. The solvent was evaporated under reduced pressure and then the residue was added with diisopropyl ether (50 ml) to precipitate the product. The precipitates was collected by filtration and dried to obtain 1.561 g of the title compound. Yield: 91%.